From a dataset of the Open Reaction Database (ORD), a public repository of structured organic reaction records. describe an organic reaction: reactants, conditions, products, and yield Reactants: [Al+3], COc1cccc(C(=O)O)c1, [Cl-], [H-], [H-], [H-], [H-], [Li+], [Na+], C1CCOC1. The product is COc1cccc(CO)c1. Reaction SMILES: [Al+3:13].[CH3:1][O:2][c:3]1[cH:4][c:5]([C:6](=[O:7])[OH:8])[cH:9][cH:10][cH:11]1.[Cl-:19].[H-:12].[H-:15].[H-:16].[H-:17].[Li+:14].[Na+:18].[O:20]1[CH2:21][CH2:22][CH2:23][CH2:24]1>>[CH3:1][O:2][c:3]1[cH:4][c:5]([CH2:6][OH:7])[cH:9][cH:10][cH:11]1.